This data is from the Open Reaction Database (ORD), a public repository of structured organic reaction records. The task is: describe an organic reaction: reactants, conditions, products, and yield Starting materials: C(C)OC(C(CC(=O)C=1OC=CC1)=O)=O (4-furan-2-yl-2,4-dioxo-butyric ethyl ester), Cl.NO (hydroxylamine hydrochloride). Run at temperature 85 celsius, time 2 hour. Product: C(C)OC(=O)C1=NOC(=C1)C=1OC=CC1 (5-furan-2-yl-isoxazole-3-carboxylic acid ethyl ester). The yield is 77.0%. RXN SMILES: [CH2:1]([O:3][C:4](=[O:15])[C:5](=O)[CH2:6][C:7]([C:9]1[O:10][CH:11]=[CH:12][CH:13]=1)=[O:8])[CH3:2].Cl.[NH2:17]O>>[CH2:1]([O:3][C:4]([C:5]1[CH:6]=[C:7]([C:9]2[O:10][CH:11]=[CH:12][CH:13]=2)[O:8][N:17]=1)=[O:15])[CH3:2] |f:1.2|. Procedure details: After a suspension of 10.0 g of 4-furan-2-yl-2,4-dioxo-butyric ethyl ester prepared above and hydroxylamine hydrochloride was stirred at 85° C. for 2 hrs, the solvent was removed under reduced pressure. The concentrate was dissolved in a mixture of methylene chloride and distilled water, followed by separating the organic layer. The organic layer was dried over anhydrous sodium sulfate, filtered through a silica gel layer, and concentrated in vacuo to produce a yield of 8.01 g of 5-furan-2-yl-is... Reactants: COc1ccc(C2CCOCC2)c2sc(NC(=O)c3ccnc(Br)c3)nc12, O=C([O-])[O-], C1COCCN1, CN1CCCC1=O, [Cs+], [Cs+]. Yields the product COc1ccc(C2CCOCC2)c2sc(NC(=O)c3ccnc(N4CCOCC4)c3)nc12. As a reaction SMILES: [Br:1][c:2]1[cH:3][c:4]([C:5](=[O:6])[NH:7][c:8]2[s:9][c:10]3[c:11]([n:12]2)[c:13]([O:23][CH3:24])[cH:14][cH:15][c:16]3[CH:17]2[CH2:18][CH2:19][O:20][CH2:21][CH2:22]2)[cH:25][cH:26][n:27]1.[C:34](=[O:35])([O-:36])[O-:37].[CH2:28]1[CH2:29][O:30][CH2:31][CH2:32][NH:33]1.[CH3:40][N:41]1[CH2:42][CH2:43][CH2:44][C:45]1=[O:46].[Cs+:38].[Cs+:39]>>[c:2]1([N:33]2[CH2:28][CH2:29][O:30][CH2:31][CH2:32]2)[cH:3][c:4]([C:5](=[O:6])[NH:7][c:8]2[s:9][c:10]3[c:11]([n:12]2)[c:13]([O:23][CH3:24])[cH:14][cH:15][c:16]3[CH:17]2[CH2:18][CH2:19][O:20][CH2:21][CH2:22]2)[cH:25][cH:26][n:27]1. The solvent is O1C(CCC1)CCO (tetrahydrofuran-ethanol). As a reaction SMILES: [O:1]1[CH2:6][CH2:5][N:4]([C:7]2[CH:17]=[CH:16][CH:15]=[CH:14][C:8]=2[C:9]([O:11]CC)=[O:10])[CH2:3][CH2:2]1.[OH-].[Na+]>O1CCCC1CCO>[O:1]1[CH2:2][CH2:3][N:4]([C:7]2[CH:17]=[CH:16][CH:15]=[CH:14][C:8]=2[C:9]([OH:11])=[O:10])[CH2:5][CH2:6]1 |f:1.2|. Product: O1CCN(CC1)C1=C(C(=O)O)C=CC=C1 (2-morpholinobenzoic acid). Reported procedure: Ethyl 2-morpholinobenzoate prepared in the manner described in Tetrahedron, 53:7557, (1997) was refluxed with 10 N NaOH in tetrahydrofuran-ethanol (8:2) for 1.5 hrs to give 2-morpholinobenzoic acid, mp 156-157° C. A 1.8 g sample of this compound in 5 ml of CH2Cl2 (chilled) was added a solution of 7.9 ml of oxalyl chloride in CH2Cl2 (2M) followed by the addition of 0.058 ml of N,N-dimethylformamide. The solution was stirred at room temperature for 6 hrs and the solvent removed. Toluene was added ... Reactants: O1CCN(CC1)C1=C(C(=O)OCC)C=CC=C1 (Ethyl 2-morpholinobenzoate), [OH-].[Na+] (NaOH). Starting materials: CN(C)C=O, Cl, CC(C)(C)OC(=O)c1ccc(F)cc1, [H-], CC(C)(S)CN, [Na+], O. The product is CC(C)(C)OC(=O)c1ccc(SC(C)(C)CN)cc1. Reaction SMILES: [CH3:24][N:25]([CH3:26])[CH:27]=[O:28].[ClH:1].[F:10][c:11]1[cH:12][cH:13][c:14]([C:15](=[O:16])[O:17][C:18]([CH3:19])([CH3:20])[CH3:21])[cH:22][cH:23]1.[H-:8].[NH2:2][CH2:3][C:4]([CH3:5])([SH:6])[CH3:7].[Na+:9].[OH2:29]>>[NH2:2][CH2:3][C:4]([CH3:5])([S:6][c:11]1[cH:12][cH:13][c:14]([C:15](=[O:16])[O:17][C:18]([CH3:19])([CH3:20])[CH3:21])[cH:22][cH:23]1)[CH3:7]. Reported procedure: (2S,4R)-N-tert-butoxycarbonyl-4-tert-butyldimethylsiloxy-2-(2-pyrrolidon-4-yl)pyrrolidine diastereomer B (62.48 g, 163 mmol, compound of Reference Example 12) was dissolved in methanol (600 ml), and the solution was cooled to 0° C. Then, a 2.5N hydrochloric acid/methanol solution (230 ml, 570 mmol) was added thereto, and the mixture was stirred at room temperature for 3 hours. The precipitate was collected by filtration and dried to obtain white powder (30.01 g, yield: 89.1%) of (2S,4R)-4-hydrox... Yield: 89.1%. Run at temperature 0 celsius, time 3 hour. Reactants: C(C)(C)(C)OC(=O)N1[C@@H](C[C@H](C1)O[Si](C)(C)C(C)(C)C)C1CC(NC1)=O ((2S,4R)-N-tert-butoxycarbonyl-4-tert-butyldimethylsiloxy-2-(2-pyrrolidon-4-yl)pyrrolidine), Cl.CO (hydrochloric acid methanol). Yields the product Cl.O[C@@H]1C[C@H](NC1)C1CC(NC1)=O ((2S,4R)-4-hydroxy-2-(2-pyrrolidon-4-yl)pyrrolidine hydrochloride). The solvent is CO (methanol). RXN SMILES: C(OC([N:8]1[CH2:12][C@H:11]([O:13][Si](C(C)(C)C)(C)C)[CH2:10][C@H:9]1[CH:21]1[CH2:25][NH:24][C:23](=[O:26])[CH2:22]1)=O)(C)(C)C.[ClH:27].CO>CO>[ClH:27].[OH:13][C@H:11]1[CH2:12][NH:8][C@H:9]([CH:21]2[CH2:25][NH:24][C:23](=[O:26])[CH2:22]2)[CH2:10]1 |f:1.2,4.5|. Starting materials: C1CCCCC1, ClCCl, O=C(O)C1CC=CC1, CC(C)(OC(=N)C(Cl)(Cl)Cl)c1ccccc1. The product is CC(C)(OC(=O)C1CC=CC1)c1ccccc1. As a reaction SMILES: [CH2:25]1[CH2:26][CH2:27][CH2:28][CH2:29][CH2:30]1.[CH2:31]([Cl:32])[Cl:33].[CH:17]1([C:22](=[O:23])[OH:24])[CH2:18][CH:19]=[CH:20][CH2:21]1.[Cl:1][C:2]([Cl:3])([Cl:4])[C:14](=[NH:15])[O:16][C:5]([CH3:6])([CH3:7])[c:8]1[cH:9][cH:10][cH:11][cH:12][cH:13]1>>[C:5]([CH3:6])([CH3:7])([c:8]1[cH:9][cH:10][cH:11][cH:12][cH:13]1)[O:24][C:22]([CH:17]1[CH2:18][CH:19]=[CH:20][CH2:21]1)=[O:23]. The reactants are N1C(N)=NC=2N=CNC2C1=O (guanine), C[Si](N[Si](C)(C)C)(C)C (hexamethyldisilazane), C(C)(=O)OCOCCOC(C)=O (2-oxa-1,4-butanediol diacetate), O (water). The reagents and catalysts are S(=O)(=O)([O-])[O-].[NH4+].[NH4+] (ammonium sulfate). The solvent is CC(=O)C (acetone). Reaction conditions: temperature 130 celsius. Yields the product C(C)(=O)OCCOCN1C=2N=C(NC(C2N=C1)=O)N (9-(2-acetoxyethoxy)methylguanine). The yield is 57.3%. As a reaction SMILES: [NH:1]1[C:10](=[O:11])[C:9]2[NH:8][CH:7]=[N:6][C:5]=2[N:4]=[C:2]1[NH2:3].C[Si](C)(C)N[Si](C)(C)C.C(O[CH2:25][O:26][CH2:27][CH2:28][O:29][C:30](=[O:32])[CH3:31])(=O)C.O>CC(C)=O.S([O-])([O-])(=O)=O.[NH4+].[NH4+]>[C:30]([O:29][CH2:28][CH2:27][O:26][CH2:25][N:6]1[CH:7]=[N:8][C:9]2[C:10](=[O:11])[NH:1][C:2]([NH2:3])=[N:4][C:5]1=2)(=[O:32])[CH3:31] |f:5.6.7|. Reported procedure: A mixture of 10 gms (66 mmoles) of guanine, 50 ml of hexamethyldisilazane, and 0.4 gms (3 mmmol) of ammonium sulfate was heated to 115°-118° C. for 18 hours. The ammonia gas was removed as it was formed. After 18 hours of heating, a solution was formed indicating the completion of silylation. To this solution was added 15 gms (85 mmol) of 2-oxa-1,4-butanediol diacetate and 0.1 ml of trimethylsilyl triftriflate. The mixture was heated to 130° C. for a period of 4.5 hours. The solution was cooled ...